This data is from the Open Reaction Database (ORD), a public repository of structured organic reaction records. The task is: describe an organic reaction: reactants, conditions, products, and yield The reactants are C(=O)C=1C(=NN(C1)C1=CC=CC=C1)OCC1=CC(=C(OCC=2N=C(OC2C)C2=CC=C(S2)C(=O)OCC)C=C1)OC (ethyl 5-{4-[(4-{[(4-formyl-1-phenyl-1H-pyrazol-3-yl)oxy]methyl}-2-methoxyphenoxy)methyl]-5-methyl-1,3-oxazol-2-yl}thiophene-2-carboxylate), C(P(OCC)(OCC)=O)P(OCC)(OCC)=O (tetraethyl methylenediphosphonate), CN(C=O)C (N,N-dimethylformamide), [H-].[Na+] (sodium hydride). Run in O (Water). Conditions: time 15 hour. Yields the product C(C)OP(=O)(OCC)/C=C/C=1C(=NN(C1)C1=CC=CC=C1)OCC1=CC(=C(OCC=2N=C(OC2C)C2=CC=C(S2)C(=O)OCC)C=C1)OC (ethyl 5-[4-({4-[({4-[(E)-2-(diethoxyphosphoryl)ethenyl]-1-phenyl-1H-pyrazol-3-yl}oxy)methyl]-2-methoxyphenoxy}methyl)-5-methyl-1,3-oxazol-2-yl]thiophene-2-carboxylate). The yield is 64.8%. RXN SMILES: [CH:1]([C:3]1[C:4]([O:14][CH2:15][C:16]2[CH:39]=[CH:38][C:19]([O:20][CH2:21][C:22]3[N:23]=[C:24]([C:28]4[S:32][C:31]([C:33]([O:35][CH2:36][CH3:37])=[O:34])=[CH:30][CH:29]=4)[O:25][C:26]=3[CH3:27])=[C:18]([O:40][CH3:41])[CH:17]=2)=[N:5][N:6]([C:8]2[CH:13]=[CH:12][CH:11]=[CH:10][CH:9]=2)[CH:7]=1)=O.[CH2:42]([P:51](=[O:58])([O:55][CH2:56][CH3:57])[O:52][CH2:53][CH3:54])P(=O)(OCC)OCC.CN(C)C=O.[H-].[Na+]>O>[CH2:56]([O:55][P:51](/[CH:42]=[CH:1]/[C:3]1[C:4]([O:14][CH2:15][C:16]2[CH:39]=[CH:38][C:19]([O:20][CH2:21][C:22]3[N:23]=[C:24]([C:28]4[S:32][C:31]([C:33]([O:35][CH2:36][CH3:37])=[O:34])=[CH:30][CH:29]=4)[O:25][C:26]=3[CH3:27])=[C:18]([O:40][CH3:41])[CH:17]=2)=[N:5][N:6]([C:8]2[CH:9]=[CH:10][CH:11]=[CH:12][CH:13]=2)[CH:7]=1)([O:52][CH2:53][CH3:54])=[O:58])[CH3:57] |f:3.4|. Procedure details: To a mixture of ethyl 5-{4-[(4-{[(4-formyl-1-phenyl-1H-pyrazol-3-yl)oxy]methyl}-2-methoxyphenoxy)methyl]-5-methyl-1,3-oxazol-2-yl}thiophene-2-carboxylate (1.50 g), tetraethyl methylenediphosphonate (0.84 g) and N,N-dimethylformamide (50 mL) was added sodium hydride (60% in oil, 0.12 g) at room temperature. The mixture was stirred at room temperature for 15 hrs. Water was poured into the reaction mixture, and the mixture was extracted with ethyl acetate. The organic layer was washed with saturate... The reactants are C(#N)C1=CC=C(C(=O)Cl)C=C1 (4-Cyanobenzoyl chloride), [S-]C#N.[NH4+] (ammonium thiocyanate). The solvent is CC(=O)C (acetone). Product: C(#N)C1=CC=C(C(=O)N=C=S)C=C1 (4-cyanobenzoyl isothiocyanate). The yield is 98.5%. Reaction SMILES: [C:1]([C:3]1[CH:11]=[CH:10][C:6]([C:7](Cl)=[O:8])=[CH:5][CH:4]=1)#[N:2].[S-:12][C:13]#[N:14].[NH4+]>CC(C)=O>[C:1]([C:3]1[CH:11]=[CH:10][C:6]([C:7]([N:14]=[C:13]=[S:12])=[O:8])=[CH:5][CH:4]=1)#[N:2] |f:1.2|. Reported procedure: 4-Cyanobenzoyl chloride (10 g) was added in portions to a solution of ammonium thiocyanate (4.6 g) in acetone (100 ml) at room temperature, followed by heating under reflux for 10 minutes. The reaction mixture was ice-cooled, and after removal of the insoluble substance by filtration, the filtrate was evaporated under reduced pressure to give 4-cyanobenzoyl isothiocyanate (11.2 g). Reactants: N1=C(SC=2CCOC3=C(C12)C=CC=C3)C(=O)O (4,5-dihydro-6-oxa-3-thia-1-aza-benzo[e]azulene-2-carboxylic acid), C(C(=O)Cl)(=O)Cl (oxalyl chloride), ClC=1C=C(C(=O)NC)C=CC1NC (3-chloro-N-methyl-4-methylamino-benzamide), C([O-])(O)=O.[Na+] (sodium bicarbonate). Reagents/catalysts: CN(C)C=O (DMF). The solvent is ClCCl (dichloromethane), C(C)#N (acetonitrile), ClCCl (dichloromethane). Run at temperature 60 celsius, time 1 hour. Product: C(C)OC(=O)C=1SC=2CCOC3=C(C2N1)C=CC=C3 (4,5-Dihydro-6-oxa-3-thia-1-aza-benzo[e]azulene-2-carboxylic acid ethyl ester), ClC1=C(C=CC(=C1)C(NC)=O)N(C(=O)C=1SC=2CCOC3=C(C2N1)C=CC=C3)C (4,5-dihydro-6-oxa-3-thia-1-aza-benzo[e]azulene-2-carboxylic acid (2-chloro-4-methylcarbamoyl-phenyl)-methyl-amide). RXN SMILES: [N:1]1[C:10]2[C:9]3[CH:11]=[CH:12][CH:13]=[CH:14][C:8]=3[O:7][CH2:6][CH2:5][C:4]=2[S:3][C:2]=1[C:15]([OH:17])=[O:16].[C:18](Cl)(=O)[C:19](Cl)=O.[Cl:24][C:25]1[CH:26]=[C:27]([CH:32]=[CH:33][C:34]=1[NH:35][CH3:36])[C:28]([NH:30][CH3:31])=[O:29].C(=O)(O)[O-].[Na+]>ClCCl.CN(C=O)C.C(#N)C>[CH2:18]([O:16][C:15]([C:2]1[S:3][C:4]2[CH2:5][CH2:6][O:7][C:8]3[CH:14]=[CH:13][CH:12]=[CH:11][C:9]=3[C:10]=2[N:1]=1)=[O:17])[CH3:19].[Cl:24][C:25]1[CH:26]=[C:27]([C:28](=[O:29])[NH:30][CH3:31])[CH:32]=[CH:33][C:34]=1[N:35]([CH3:36])[C:15]([C:2]1[S:3][C:4]2[CH2:5][CH2:6][O:7][C:8]3[CH:14]=[CH:13][CH:12]=[CH:11][C:9]=3[C:10]=2[N:1]=1)=[O:17] |f:3.4|. Procedure: 4,5-Dihydro-6-oxa-3-thia-1-aza-benzo[e]azulene-2-carboxylic acid ethyl ester was prepared according to Example 136 for 226, and hydrolyzed to the corresponding acid using General Procedure B. To a suspension of 4,5-dihydro-6-oxa-3-thia-1-aza-benzo[e]azulene-2-carboxylic acid (130 mg) in dry dichloromethane (10 mL) was added oxalyl chloride (78 μL) and DMF (1 drop). After 1 hour the solvent was reduced in vacuo and the residue was dissolved in acetonitrile (10 mL) and to this was added 3-chloro-N... Yield: 79.0%. The reactants are CCO (EtOH), [O-][Mn](=O)(=O)=O.[K+] (KMnO4), CC=1C=C(C=CC1)B(O)O ((3-methylphenyl)boronic acid), [OH-].[Na+] (NaOH). The product is C(=O)(O)C=1C=C(C=CC1)B(O)O ((3-carboxyphenyl)boronic acid). As a reaction SMILES: [O-][Mn](=O)(=O)=O.[K+].[CH3:7][C:8]1[CH:9]=[C:10]([B:14]([OH:16])[OH:15])[CH:11]=CC=1.[OH-:17].[Na+].[CH3:19][CH2:20][OH:21]>O>[C:20]([C:19]1[CH:11]=[C:10]([B:14]([OH:16])[OH:15])[CH:9]=[CH:8][CH:7]=1)([OH:17])=[O:21] |f:0.1,3.4|. Reaction conditions: temperature 55 celsius, time 8 hour. Procedure details: A solution of KMnO4 (3.7 g, 23.4 mmol) in water (100 mL) was slowly added to a solution of (3-methylphenyl)boronic acid (1.5 g, 11 mmol) and NaOH (1 g, 25 mmol) in water (60 mL), while the temperature was maintained between 30° C. and 40° C. using a water bath. The resulting brown suspension was heated at 55° C. for 2 h and allowed to cool to room temperature. EtOH (1 mL) was added, the resulting slurry was filtered and the filtrate concentrated to 100 mL under reduced pressure. The resulting mi... Run in O (water), O (water). Procedure details: 3-(4-Methoxybenzoyl)-2-phenylbenzofuran (16.4 g., 0.05 mol.) is combined with 50 g. of freshly distilled pyridine hydrochloride and the mixture is refluxed 1 hour. The hot mixture is poured with stirring onto an ice-dilute hydrochloric acid mixture and the precipitate is collected to give 3-(4-hydroxybenzoyl)-2-phenylbenzofuran. The reactants are COC1=CC=C(C(=O)C2=C(OC3=C2C=CC=C3)C3=CC=CC=C3)C=C1 (3-(4-Methoxybenzoyl)-2-phenylbenzofuran), Cl.N1=CC=CC=C1 (pyridine hydrochloride), ice. As a reaction SMILES: C[O:2][C:3]1[CH:25]=[CH:24][C:6]([C:7]([C:9]2[C:13]3[CH:14]=[CH:15][CH:16]=[CH:17][C:12]=3[O:11][C:10]=2[C:18]2[CH:23]=[CH:22][CH:21]=[CH:20][CH:19]=2)=[O:8])=[CH:5][CH:4]=1.Cl.N1C=CC=CC=1>>[OH:2][C:3]1[CH:4]=[CH:5][C:6]([C:7]([C:9]2[C:13]3[CH:14]=[CH:15][CH:16]=[CH:17][C:12]=3[O:11][C:10]=2[C:18]2[CH:19]=[CH:20][CH:21]=[CH:22][CH:23]=2)=[O:8])=[CH:24][CH:25]=1 |f:1.2|. Product: OC1=CC=C(C(=O)C2=C(OC3=C2C=CC=C3)C3=CC=CC=C3)C=C1 (3-(4-hydroxybenzoyl)-2-phenylbenzofuran). Starting materials: ClS(=O)(=O)O (Chlorosulphonic acid), C(CCC)C1(NC1)CC (2-Butyl-2-ethylaziridine). Run in ClC(C)Cl (dichloroethane). Reaction conditions: time 2 hour. Yields the product C(CCC)[C@]1(NC1)CC ((R)-2-Butyl-2-ethylaziridine). Yield: 77.0%. RXN SMILES: ClS(O)(=O)=O.[CH2:6]([C:10]1([CH2:13][CH3:14])[CH2:12][NH:11]1)[CH2:7][CH2:8][CH3:9]>ClC(Cl)C>[CH2:6]([C@:10]1([CH2:13][CH3:14])[CH2:12][NH:11]1)[CH2:7][CH2:8][CH3:9]. Procedure details: Chlorosulphonic acid (1 molar equivalent) was added to a solution of the product from step (f) (15 g) in dichloroethane (90 ml) at a temperature of <16° C. When addition was complete, the mixture was stirred for 2 hours at room temperature and then evaporated in vacuo. Water (60 ml) and 5% w/v aqu. NaOH (41 ml) were added and the mixture distilled at atmospheric pressure. The organic phase of the distillate was separated and dried over KOH to give a solution of the desired product (77% yield). Starting materials: C(C)(C)N(CCNC1=[N+](C=CC(=C1)OC)[O-])C(C)C (2-(2-diisopropylaminoethylamino)-4-methoxypyridine-N-oxide). Reagents/catalysts: [Fe] (iron). Run in C(C)(=O)O (acetic acid). Product: C(C)(C)N(CCNC1=NC=CC(=C1)OC)C(C)C (2-(2-Diisopropylaminoethylamino)-4-methoxypyridine). RXN SMILES: [CH:1]([N:4]([CH:17]([CH3:19])[CH3:18])[CH2:5][CH2:6][NH:7][C:8]1[CH:13]=[C:12]([O:14][CH3:15])[CH:11]=[CH:10][N+:9]=1[O-])([CH3:3])[CH3:2]>C(O)(=O)C.[Fe]>[CH:17]([N:4]([CH:1]([CH3:3])[CH3:2])[CH2:5][CH2:6][NH:7][C:8]1[CH:13]=[C:12]([O:14][CH3:15])[CH:11]=[CH:10][N:9]=1)([CH3:18])[CH3:19]. Reported procedure: 2-(2-diisopropylaminoethylamino)-4-methoxypyridine-N-oxide (4.3 g., 15 mmole) dissolved in glacial acetic acid (32 ml.) is refluxed with iron powder (8.2 g.) for three hours. The reaction mixture is filtered to remove insoluble salts and then the solvent evaporated. The residue is dissolved in methanol, treated with excess potassium hydroxide pellets and filtered to remove more insoluble salts. The concentrate solution is dissolved in chloroform, washed with water, dried over sodium sulfate, fil...